This data is from the Open Reaction Database (ORD), a public repository of structured organic reaction records. The task is: describe an organic reaction: reactants, conditions, products, and yield Procedure details: To a solution of 3-bromo-1-ethyl-6-(4-nitrophenyl)-4-(8-oxa-3-azabicyclo[3.2.1]oct-3-yl)-1H-pyrazolo[3,4-d]pyrimidine (100 mg)(0.21 mmol) in toluene (2.0 mL) was added Pd(dba)3 (20 mg)(10 mol %), Binap (80 mg) (30 mol %), sodium tert butoxide (82 mg) and excess pyrrolidine. The mixture was purged under nitrogen for 5 minutes and then heated to 65 C overnight. Concentrated in vacuo to give an oil that was purified by silica gel chromatography (EtOAc/Hexanes) to afford 35 mg of the desired product... The reactants are BrC1=NN(C2=NC(=NC(=C21)N2CC1CCC(C2)O1)C1=CC=C(C=C1)[N+](=O)[O-])CC (3-bromo-1-ethyl-6-(4-nitrophenyl)-4-(8-oxa-3-azabicyclo[3.2.1]oct-3-yl)-1H-pyrazolo[3,4-d]pyrimidine), Pd(dba)3, C1=CC=C(C=C1)P(C2=CC=CC=C2)C3=C(C4=CC=CC=C4C=C3)C5=C(C=CC6=CC=CC=C65)P(C7=CC=CC=C7)C8=CC=CC=C8 (Binap), CC(C)([O-])C.[Na+] (sodium tert butoxide), N1CCCC1 (pyrrolidine). The solvent is C1(=CC=CC=C1)C (toluene). Product: C(C)N1N=C(C=2C1=NC(=NC2N2CC1CCC(C2)O1)C1=CC=C(C=C1)[N+](=O)[O-])N1CCCC1 (1-ethyl-6-(4-nitrophenyl)-4-(8-oxa-3-azabicyclo[3.2.1]oct-3-yl)-3-pyrrolidin-1-yl-1H-pyrazolo[3,4-d]pyrimidine). As a reaction SMILES: Br[C:2]1[C:10]2[C:5](=[N:6][C:7]([C:19]3[CH:24]=[CH:23][C:22]([N+:25]([O-:27])=[O:26])=[CH:21][CH:20]=3)=[N:8][C:9]=2[N:11]2[CH2:17][CH:16]3[O:18][CH:13]([CH2:14][CH2:15]3)[CH2:12]2)[N:4]([CH2:28][CH3:29])[N:3]=1.C1C=CC(P(C2C=CC3C(=CC=CC=3)C=2C2C3C(=CC=CC=3)C=CC=2P(C2C=CC=CC=2)C2C=CC=CC=2)C2C=CC=CC=2)=CC=1.CC(C)([O-])C.[Na+].[NH:82]1[CH2:86][CH2:85][CH2:84][CH2:83]1>C1(C)C=CC=CC=1>[CH2:28]([N:4]1[C:5]2=[N:6][C:7]([C:19]3[CH:24]=[CH:23][C:22]([N+:25]([O-:27])=[O:26])=[CH:21][CH:20]=3)=[N:8][C:9]([N:11]3[CH2:12][CH:13]4[O:18][CH:16]([CH2:15][CH2:14]4)[CH2:17]3)=[C:10]2[C:2]([N:82]2[CH2:86][CH2:85][CH2:84][CH2:83]2)=[N:3]1)[CH3:29] |f:2.3|.